describe an organic reaction: reactants, conditions, products, and yield From a dataset of the Open Reaction Database (ORD), a public repository of structured organic reaction records. Reactants: S(N)(OC1=CC=2CC[C@H]3[C@@H]4CC[C@@H]([C@@]4(C)CC[C@@H]3C2C=C1)C(NCCC)=O)(=O)=O (17β-(N-Propylcarbamoyl)estra-1,3,5(10)-trien-3-yl sulfamate), compound 29m, S(N)(OC1=CC=2CC[C@H]3[C@@H]4CC=C([C@@]4(C)CC[C@@H]3C2C=C1)C(N(CCC)C)=O)(=O)=O (17-(N-methyl-N-Propylcarbamoyl)estra-1,3,5(10),16-tetraen-3-yl sulfamate). Product: S(N)(OC1=CC=2CC[C@H]3[C@@H]4CC[C@@H]([C@@]4(C)CC[C@@H]3C2C=C1)C(N(CCC)C)=O)(=O)=O (17β-(N-methyl-N-Propylcarbamoyl)estra-1,3,5 (10)-trien-3-yl sulfamate). As a reaction SMILES: S(=O)(=O)(OC1C=CC2[C@@H]3[C@H]([C@H]4[C@@](CC3)(C)[C@@H](C(=O)NCCC)CC4)CCC=2C=1)N.[S:30](=[O:59])(=[O:58])([O:32][C:33]1[CH:50]=[CH:49][C:48]2[C@@H:47]3[C@H:38]([C@H:39]4[C@@:43]([CH2:45][CH2:46]3)([CH3:44])[C:42]([C:51](=[O:57])[N:52]([CH3:56])[CH2:53][CH2:54][CH3:55])=[CH:41][CH2:40]4)[CH2:37][CH2:36][C:35]=2[CH:34]=1)[NH2:31]>>[S:30](=[O:58])(=[O:59])([O:32][C:33]1[CH:50]=[CH:49][C:48]2[C@@H:47]3[C@H:38]([C@H:39]4[C@@:43]([CH2:45][CH2:46]3)([CH3:44])[C@@H:42]([C:51](=[O:57])[N:52]([CH3:56])[CH2:53][CH2:54][CH3:55])[CH2:41][CH2:40]4)[CH2:37][CH2:36][C:35]=2[CH:34]=1)[NH2:31]. Procedure details: In similar manners to those described for the synthesis of compound 7, compound 29m was prepared from compound 11m. TOF-MS m/z 435 (M+H)+; 1H NMR (270 MHz, DMSO-d6) δ 0.60-0.68 (m, 3H, CH3), 0.76-0.88 (m, 3H, CH2CH3), 2.70-3.70 (m, 5H, N(CH3)CH2), 6.95 (d, 1H, J=2.6 Hz, ArH), 7.00 (dd, 1H, J=2.6, 8.6 Hz, ArH), 7.32 (d, 1H, J=8.6 Hz, ArH), 7.83 (brs, 2H, NH2). Reactants: C1CCOC1, CI, C=CCC(CC(O)c1ccc(F)c(C)c1)C(=O)O, [H-], [Na+]. The product is C=CCC(CC(OC)c1ccc(F)c(C)c1)C(=O)O. As a reaction SMILES: [CH2:23]1[O:24][CH2:25][CH2:26][CH2:27]1.[CH3:21][I:22].[F:3][c:4]1[c:5]([CH3:20])[cH:6][c:7]([CH:10]([CH2:11][CH:12]([C:13](=[O:14])[OH:15])[CH2:16][CH:17]=[CH2:18])[OH:19])[cH:8][cH:9]1.[H-:2].[Na+:1]>>[F:3][c:4]1[c:5]([CH3:20])[cH:6][c:7]([CH:10]([CH2:11][CH:12]([C:13](=[O:14])[OH:15])[CH2:16][CH:17]=[CH2:18])[O:19][CH3:21])[cH:8][cH:9]1.